This data is from the Open Reaction Database (ORD), a public repository of structured organic reaction records. The task is: describe an organic reaction: reactants, conditions, products, and yield Reported procedure: KOH (1.44 g, 25.6 mmol, Eq: 6) in H2O (20 mL) was added to as solution of ethyl 2-(dibenzylamino)-2-(1-hydroxycyclohexyl)acetate (1.63 g, 4.27 mmol, Eq: 1.00) in MeOH (60 mL) and the mixture was heated to 60° C. After 18 h the reaction was cooled to RT and diluted with 100 mL H2O. The pH of the reaction was adjusted to about 4 using sat. KHSO4, and extracted with EtOAc. The combined extracts were washed with H2O, dried over Na2SO4 and concentrated the title compound as a white foam (1.44 g, 95%)... The solvent is O (H2O), O (H2O), CO (MeOH). Yields the product C(C1=CC=CC=C1)N(C(C(=O)O)C1(CCCCC1)O)CC1=CC=CC=C1 (2-(Dibenzylamino)-2-(1-hydroxycyclohexyl)acetic acid). Starting materials: OS(=O)(=O)[O-].[K+] (KHSO4), [OH-].[K+] (KOH), C(C1=CC=CC=C1)N(C(C(=O)OCC)C1(CCCCC1)O)CC1=CC=CC=C1 (ethyl 2-(dibenzylamino)-2-(1-hydroxycyclohexyl)acetate). Reaction SMILES: [OH-].[K+].[CH2:3]([N:10]([CH2:24][C:25]1[CH:30]=[CH:29][CH:28]=[CH:27][CH:26]=1)[CH:11]([C:17]1([OH:23])[CH2:22][CH2:21][CH2:20][CH2:19][CH2:18]1)[C:12]([O:14]CC)=[O:13])[C:4]1[CH:9]=[CH:8][CH:7]=[CH:6][CH:5]=1.OS([O-])(=O)=O.[K+]>O.CO>[CH2:24]([N:10]([CH2:3][C:4]1[CH:9]=[CH:8][CH:7]=[CH:6][CH:5]=1)[CH:11]([C:17]1([OH:23])[CH2:18][CH2:19][CH2:20][CH2:21][CH2:22]1)[C:12]([OH:14])=[O:13])[C:25]1[CH:26]=[CH:27][CH:28]=[CH:29][CH:30]=1 |f:0.1,3.4|. Reaction conditions: temperature 60 celsius.